Dataset: the Open Reaction Database (ORD), a public repository of structured organic reaction records. Task: describe an organic reaction: reactants, conditions, products, and yield Reactants: [N+](=O)([O-])C=1C=C(C=O)C=CC1 (3-nitrobenzaldehyde), C(CC(=O)C)(=O)OC(CCl)C (1-methyl-2-chloroethyl acetoacetate), Cl (hydrogen chloride). The solvent is C1(=CC=CC=C1)C (toluene). Run at time 2 day. Product: C(C)(=O)C(C(=O)OC(CCl)C)=CC1=CC(=CC=C1)[N+](=O)[O-] (1-methyl-2-chloroethyl α-acetyl-3-nitrocinnamate). The yield is 82.9%. As a reaction SMILES: [N+:1]([C:4]1[CH:5]=[C:6]([CH:9]=[CH:10][CH:11]=1)[CH:7]=O)([O-:3])=[O:2].[C:12]([O:18][CH:19]([CH3:22])[CH2:20][Cl:21])(=[O:17])[CH2:13][C:14]([CH3:16])=[O:15].Cl>C1(C)C=CC=CC=1>[C:14]([C:13](=[CH:7][C:6]1[CH:9]=[CH:10][CH:11]=[C:4]([N+:1]([O-:3])=[O:2])[CH:5]=1)[C:12]([O:18][CH:19]([CH3:22])[CH2:20][Cl:21])=[O:17])(=[O:15])[CH3:16]. Procedure: A solution containing 12.2 g of 3-nitrobenzaldehyde and 14.3 g of 1-methyl-2-chloroethyl acetoacetate in 80 ml of toluene, maintained at 0°-5° C., was saturated with hydrogen chloride gas. After two days at 20°-25° C., the residual hydrogen chloride was removed by bubbling nitrogen through the solution. The toluene was then evaporated off in vacuo. The residual oil was dissolved in dichloromethane and the solution thus obtained was washed with water until it was neutral. The organic phase which ... Starting materials: [OH-].[Na+] (sodium hydroxide), C(#N)CCCOC=1C=C(OCC2=NC3=CC=CC=C3C=C2)C=CC1 (2-[3-(3-cyanopropoxy)phenoxymethyl]quinoline), [N-]=[N+]=[N-].[Na+] (sodium azide), [Cl-].[NH4+] (ammonium chloride). The solvent is CN(C=O)C (dimethylformamide). Run at temperature 140 celsius. The product is N1=C(C=CC2=CC=CC=C12)COC=1C=C(OCCCC2=NN=NN2)C=CC1 (5-[3-(3-(2-Quinolylmethyloxy)phenoxy)propyl]tetrazole). Isolated yield 90.1%. RXN SMILES: [C:1]([CH2:3][CH2:4][CH2:5][O:6][C:7]1[CH:8]=[C:9]([CH:22]=[CH:23][CH:24]=1)[O:10][CH2:11][C:12]1[CH:21]=[CH:20][C:19]2[C:14](=[CH:15][CH:16]=[CH:17][CH:18]=2)[N:13]=1)#[N:2].[N-:25]=[N+:26]=[N-:27].[Na+].[Cl-].[NH4+].[OH-].[Na+]>CN(C)C=O>[N:13]1[C:14]2[C:19](=[CH:18][CH:17]=[CH:16][CH:15]=2)[CH:20]=[CH:21][C:12]=1[CH2:11][O:10][C:9]1[CH:8]=[C:7]([CH:24]=[CH:23][CH:22]=1)[O:6][CH2:5][CH2:4][CH2:3][C:1]1[NH:27][N:26]=[N:25][N:2]=1 |f:1.2,3.4,5.6|. Procedure: A mixture of 4.4 g of 2-[3-(3-cyanopropoxy)phenoxymethyl]quinoline, 2.6 g of sodium azide and 2.1 g of ammonium chloride in 35 ml of dry dimethylformamide was heated at 140° C. for 18 hours. The reaction mixture was poured onto ice. A solution of 20 ml of 1N sodium hydroxide was added and the solution was extracted twice with ethyl acetate. Concentrated hydrochloric acid was added to acidify the aqueous portion. This was extracted twice with ethyl acetate, dried and evaporated to give 4.5 g of a... The reactants are C(=O)(C(F)(F)F)O (TFA), CCN(C(C)C)C(C)C (DIPEA), ClC1=NC=C(C(=O)NC2=CC=C(C=C2)OC(F)(F)F)C=C1C1=CC=NN1C1OCCCC1 (6-chloro-5-(1-(tetrahydro-2H-pyran-2-yl)-1H-pyrazol-5-yl)-N-(4-(trifluoromethoxy)phenyl)nicotinamide), C12(CNCC2C1)NC(OC(C)(C)C)=O (tert-butyl 3-azabicyclo[3.1.0]hexan-1-ylcarbamate), C(=O)([O-])[O-].[Na+].[Na+] (Na2CO3). Solvent: C(Cl)Cl (DCM), CC(C)O (iPrOH), CCOC(=O)C (EtOAc). Reaction conditions: temperature 140 celsius, time 18 hour. Yields the product NC12CN(CC2C1)C1=NC=C(C(=O)NC2=CC=C(C=C2)OC(F)(F)F)C=C1C1=CC=NN1 (6-(1-Amino-3-azabicyclo[3.1.0]hexan-3-yl)-5-(1H-pyrazol-5-yl)-N-(4-(trifluoromethoxy)phenyl)nicotinamide). As a reaction SMILES: CCN(C(C)C)C(C)C.Cl[C:11]1[C:30]([C:31]2[N:35](C3CCCCO3)[N:34]=[CH:33][CH:32]=2)=[CH:29][C:14]([C:15]([NH:17][C:18]2[CH:23]=[CH:22][C:21]([O:24][C:25]([F:28])([F:27])[F:26])=[CH:20][CH:19]=2)=[O:16])=[CH:13][N:12]=1.[C:42]12([NH:48]C(=O)OC(C)(C)C)[CH2:47][CH:46]1[CH2:45][NH:44][CH2:43]2.C(O)(C(F)(F)F)=O.C([O-])([O-])=O.[Na+].[Na+]>CC(O)C.CCOC(C)=O.C(Cl)Cl>[NH2:48][C:42]12[CH2:47][CH:46]1[CH2:45][N:44]([C:11]1[C:30]([C:31]3[NH:35][N:34]=[CH:33][CH:32]=3)=[CH:29][C:14]([C:15]([NH:17][C:18]3[CH:23]=[CH:22][C:21]([O:24][C:25]([F:28])([F:26])[F:27])=[CH:20][CH:19]=3)=[O:16])=[CH:13][N:12]=1)[CH2:43]2 |f:4.5.6|. Procedure: DIPEA (96 μL, 0.55 mmol) was added to a mixture of 6-chloro-5-(1-(tetrahydro-2H-pyran-2-yl)-1H-pyrazol-5-yl)-N-(4-(trifluoromethoxy)phenyl)nicotinamide (Stage 32.1, 117 mg, 0.25 mmol) and (tert-butyl 3-azabicyclo[3.1.0]hexan-1-ylcarbamate, 59.2 mg, 1.2 mmol) in iPrOH (250 μL) in a vial, which was sealed and the RM mixture was stirred at 140° C. for 18 h. After cooling at RT, the RM was dissolved in EtOAc, washed with brine, dried over Na2SO4 and the solvent was evaporated off under reduced press... The reactants are CC(C)(C)O, Cc1sccc1-c1ccc2c(c1)CCC1NC(=O)CCC21C, CC(C)(C)[O-], CI, CCOC(C)=O, [K+]. Product: Cc1sccc1-c1ccc2c(c1)CCC1N(C)C(=O)CCC21C. Reaction SMILES: [C:23]([OH:24])([CH3:25])([CH3:26])[CH3:27].[CH3:1][c:2]1[s:3][cH:4][cH:5][c:6]1-[c:7]1[cH:8][c:9]2[c:10]([cH:21][cH:22]1)[C:11]1([CH3:20])[CH2:12][CH2:13][C:14](=[O:19])[NH:15][CH:16]1[CH2:17][CH2:18]2.[CH3:28][C:29]([CH3:30])([O-:31])[CH3:32].[CH3:34][I:35].[CH3:36][CH2:37][O:38][C:39](=[O:40])[CH3:41].[K+:33]>>[CH3:1][c:2]1[s:3][cH:4][cH:5][c:6]1-[c:7]1[cH:8][c:9]2[c:10]([cH:21][cH:22]1)[C:11]1([CH3:20])[CH2:12][CH2:13][C:14](=[O:19])[N:15]([CH3:23])[CH:16]1[CH2:17][CH2:18]2. Reactants: Cl.ClC1=C(C=C(C=C1)Cl)C1(CCCC1)CC(=N)N (2-[1-(2,5-dichlorophenyl)-cyclopentyl]-acetamidine hydrochloride), C(C)(C)(C)OC(\C(=C(\C(=O)O)/OCC1=CC=CC=C1)\O)=O ((E)-2-benzyloxy-3-hydroxy-but-2-enedioic acid 4-tert-butyl ester), C(C)(=O)OCC (ethyl acetate). Solvent: CCCCCC (hexane), CO (methanol). Run at time 16 hour. Product: C(C)(C)(C)OC(=O)C1=NC(=NC(=C1OCC1=CC=CC=C1)O)CC1(CCCC1)C1=C(C=CC(=C1)Cl)Cl (5-benzyloxy-2-[1-(2,5-dichlorophenyl)-cyclopentylmethyl]-6-hydroxypyrimidine-4-carboxylic acid tert-butyl ester). The yield is 53.5%. RXN SMILES: Cl.[Cl:2][C:3]1[CH:8]=[CH:7][C:6]([Cl:9])=[CH:5][C:4]=1[C:10]1([CH2:15][C:16]([NH2:18])=[NH:17])[CH2:14][CH2:13][CH2:12][CH2:11]1.[C:19]([O:23][C:24](=[O:39])/[C:25](/O)=[C:26](\[O:30][CH2:31][C:32]1[CH:37]=[CH:36][CH:35]=[CH:34][CH:33]=1)/[C:27](O)=[O:28])([CH3:22])([CH3:21])[CH3:20].C(OCC)(=O)C>CO.CCCCCC>[C:19]([O:23][C:24]([C:25]1[C:26]([O:30][CH2:31][C:32]2[CH:37]=[CH:36][CH:35]=[CH:34][CH:33]=2)=[C:27]([OH:28])[N:18]=[C:16]([CH2:15][C:10]2([C:4]3[CH:5]=[C:6]([Cl:9])[CH:7]=[CH:8][C:3]=3[Cl:2])[CH2:14][CH2:13][CH2:12][CH2:11]2)[N:17]=1)=[O:39])([CH3:22])([CH3:20])[CH3:21] |f:0.1|. Procedure details: To a stirred solution of 2-[1-(2,5-dichlorophenyl)-cyclopentyl]-acetamidine hydrochloride (2=3) (2.0, 7.407 mmol) and (E)-2-benzyloxy-3-hydroxy-but-2-enedioic acid 4-tert-butyl ester (4) (3.422 g, 11.111 mmol) in methanol (50 mL) NaOMe (25% in methanol; 4.8 mL) was added dropwise at 0° C. and stirred at room temperature for 16 h. Silica thin layer chromatography was performed (40% ethyl acetate in hexane, Rf=0.6). The reaction mixture was quenched with HCl (1N; 5 mL), methanol was removed, the p...